The task is: describe an organic reaction: reactants, conditions, products, and yield. This data is from the Open Reaction Database (ORD), a public repository of structured organic reaction records. Starting materials: Cl (hydrochloric acid), ClC=1SC(=C(N1)C(F)(F)F)C(=O)OCC (ethyl 2-chloro-4-trifluoromethyl-5-thiazolecaboxylate), [OH-].[Na+] (sodium hydroxide), O (water). The solvent is O1CCCC1 (tetrahydrofuran). Yields the product ClC=1SC(=C(N1)C(F)(F)F)C(=O)O (2-chloro-trifluoromethyl-5 thiazolecarboxylic acid). Yield: 73.5%. As a reaction SMILES: [Cl:1][C:2]1[S:3][C:4]([C:11]([O:13]CC)=[O:12])=[C:5]([C:7]([F:10])([F:9])[F:8])[N:6]=1.[OH-].[Na+].O.Cl>O1CCCC1>[Cl:1][C:2]1[S:3][C:4]([C:11]([OH:13])=[O:12])=[C:5]([C:7]([F:9])([F:8])[F:10])[N:6]=1 |f:1.2|. Procedure: A mixture of 116 g (0.4468 mole) of ethyl 2-chloro-4-trifluoromethyl-5-thiazolecaboxylate, 18 g (0.45 mole) of sodium hydroxide, 200 ml. of water, 400 ml. of tetrahydrofuran was stirred at room temperature for 16 hours and made acidic with 50 ml. of concentrated hydrochloric acid. The reaction mixture was extracted twice with ml. of ether. The ether-tetrahydrofuran solution was dried (MgSO4) and concentrated under reduced pressure. The residual oil was treated with benzene and the benzene soluti... Reactants: O=C1CCc2cc(Br)ccc21, CCO, Cc1ccccc1, CCOC(C)=O, [Na+], [Na+], O=C([O-])[O-], [Pd], c1ccc(P(c2ccccc2)c2ccccc2)cc1, c1ccc(P(c2ccccc2)c2ccccc2)cc1, c1ccc(P(c2ccccc2)c2ccccc2)cc1, c1ccc(P(c2ccccc2)c2ccccc2)cc1, OB(O)c1cccs1. The product is O=C1CCc2cc(-c3cccs3)ccc21. RXN SMILES: [Br:1][c:2]1[cH:3][c:4]2[c:8]([cH:9][cH:10]1)[C:7](=[O:11])[CH2:6][CH2:5]2.[CH3:20][CH2:21][OH:22].[CH3:29][c:30]1[cH:31][cH:32][cH:33][cH:34][cH:35]1.[CH3:36][CH2:37][O:38][C:39](=[O:40])[CH3:41].[Na+:23].[Na+:24].[O-:25][C:26](=[O:27])[O-:28].[Pd:42].[c:100]1([P:101]([c:102]2[cH:103][cH:104][cH:105][cH:106][cH:107]2)[c:108]2[cH:109][cH:110][cH:111][cH:112][cH:113]2)[cH:114][cH:115][cH:116][cH:117][cH:118]1.[c:43]1([P:44]([c:45]2[cH:46][cH:47][cH:48][cH:49][cH:50]2)[c:51]2[cH:52][cH:53][cH:54][cH:55][cH:56]2)[cH:57][cH:58][cH:59][cH:60][cH:61]1.[c:62]1([P:63]([c:64]2[cH:65][cH:66][cH:67][cH:68][cH:69]2)[c:70]2[cH:71][cH:72][cH:73][cH:74][cH:75]2)[cH:76][cH:77][cH:78][cH:79][cH:80]1.[c:81]1([P:82]([c:83]2[cH:84][cH:85][cH:86][cH:87][cH:88]2)[c:89]2[cH:90][cH:91][cH:92][cH:93][cH:94]2)[cH:95][cH:96][cH:97][cH:98][cH:99]1.[s:12]1[c:13]([B:17]([OH:18])[OH:19])[cH:14][cH:15][cH:16]1>>[c:2]1(-[c:13]2[s:12][cH:16][cH:15][cH:14]2)[cH:3][c:4]2[c:8]([cH:9][cH:10]1)[C:7](=[O:11])[CH2:6][CH2:5]2. Starting materials: CN(C)Cc1cc(C#N)cc(Oc2c(Cl)ccc(CNC(=O)c3c(Cl)ncn3COCC[Si](C)(C)C)c2F)c1, ClCCl, O=C(O)C(F)(F)F. Yields the product CN(C)Cc1cc(C#N)cc(Oc2c(Cl)ccc(CNC(=O)c3[nH]cnc3Cl)c2F)c1, O=C(O)C(F)(F)F. Reaction SMILES: [Cl:1][c:2]1[n:3][cH:4][n:5]([CH2:32][O:33][CH2:34][CH2:35][Si:36]([CH3:37])([CH3:38])[CH3:39])[c:6]1[C:7](=[O:8])[NH:9][CH2:10][c:11]1[c:12]([F:31])[c:13]([O:18][c:19]2[cH:20][c:21]([C:29]#[N:30])[cH:22][c:23]([CH2:25][N:26]([CH3:27])[CH3:28])[cH:24]2)[c:14]([Cl:17])[cH:15][cH:16]1.[Cl:47][CH2:48][Cl:49].[F:40][C:41]([C:42](=[O:43])[OH:44])([F:45])[F:46]>>[Cl:1][c:2]1[n:3][cH:4][nH:5][c:6]1[C:7](=[O:8])[NH:9][CH2:10][c:11]1[c:12]([F:31])[c:13]([O:18][c:19]2[cH:20][c:21]([C:29]#[N:30])[cH:22][c:23]([CH2:25][N:26]([CH3:27])[CH3:28])[cH:24]2)[c:14]([Cl:17])[cH:15][cH:16]1.[F:40][C:41]([C:42](=[O:43])[OH:44])([F:45])[F:46]. Starting materials: CO, NCC(F)(F)C(=O)O. Product: COC(=O)C(F)(F)CN. Reaction SMILES: [CH3:9][OH:10].[NH2:1][CH2:2][C:3]([C:4](=[O:5])[OH:6])([F:7])[F:8]>>[NH2:1][CH2:2][C:3]([C:4](=[O:5])[O:6][CH3:9])([F:7])[F:8]. Reactants: Cc1oc2ccccc2c1-c1cnc(N)cn1, CO, CCN(C(C)C)C(C)C, ClCCl, O=C(Cl)c1c(F)cccc1F, [Na+], C1CCOC1, [OH-]. Product: Cc1oc2ccccc2c1-c1cnc(NC(=O)c2c(F)cccc2F)cn1. As a reaction SMILES: [CH3:12][c:13]1[o:14][c:15]2[c:16]([c:17]1-[c:18]1[n:19][cH:20][c:21]([NH2:24])[n:22][cH:23]1)[cH:25][cH:26][cH:27][cH:28]2.[CH3:46][OH:47].[CH:29]([N:30]([CH2:31][CH3:32])[CH:33]([CH3:34])[CH3:35])([CH3:36])[CH3:37].[Cl:38][CH2:39][Cl:40].[F:1][c:2]1[c:3]([C:4](=[O:5])[Cl:6])[c:7]([F:11])[cH:8][cH:9][cH:10]1.[Na+:49].[O:41]1[CH2:42][CH2:43][CH2:44][CH2:45]1.[OH-:48]>>[F:1][c:2]1[c:3]([C:4](=[O:5])[NH:24][c:21]2[cH:20][n:19][c:18](-[c:17]3[c:13]([CH3:12])[o:14][c:15]4[c:16]3[cH:25][cH:26][cH:27][cH:28]4)[cH:23][n:22]2)[c:7]([F:11])[cH:8][cH:9][cH:10]1. Reactants: BrC1=CC2=C(OCO2)C=C1 (5-bromobenzo-1,3-dioxole), C(C)(C)(C)[Li] (tert-butyllithium), N1(CCC(CC1)C(=O)OCC)C(=O)OC(C)(C)C (1-tert-butyl 4-ethyl piperidine-1,4-dicarboxylate). Run in C1CCOC1 (THF). Reaction conditions: time 2 hour. The product is O1COC2=C1C=CC(=C2)C(C2CCN(CC2)C(=O)OC(C)(C)C)(O)C2=CC1=C(OCO1)C=C2 (tert-butyl 4-(bis(benzo[d][1,3]dioxol-5-yl)(hydroxy)methyl)piperidine-1-carboxylate). Isolated yield 64.9%. As a reaction SMILES: Br[C:2]1[CH:10]=[CH:9][C:5]2[O:6][CH2:7][O:8][C:4]=2[CH:3]=1.[C:11]([Li])([CH3:14])([CH3:13])C.[N:16]1([C:27]([O:29][C:30]([CH3:33])([CH3:32])[CH3:31])=[O:28])[CH2:21][CH2:20][CH:19]([C:22]([O:24]CC)=O)[CH2:18][CH2:17]1>C1COCC1>[O:6]1[C:5]2[CH:9]=[CH:10][C:2]([C:22]([C:13]3[CH:11]=[CH:14][C:4]4[O:8][CH2:7][O:6][C:5]=4[CH:9]=3)([OH:24])[CH:19]3[CH2:18][CH2:17][N:16]([C:27]([O:29][C:30]([CH3:31])([CH3:32])[CH3:33])=[O:28])[CH2:21][CH2:20]3)=[CH:3][C:4]=2[O:8][CH2:7]1. Reported procedure: To a stirring solution of 5-bromobenzo-1,3-dioxole (1.77 g, 8.8 mmol) in dry THF (10 mL) at −78° C. under N2 was added tert-butyllithium (10.5 mL, 17.9 mmol, 1.7M in pentane). After 2 h, 1-tert-butyl 4-ethyl piperidine-1,4-dicarboxylate (1.13 g, 4.4 mmol) was added dropwise to the reaction mixture at −78° C. and stirred for 1 h. The reaction mixture was subsequently warmed to room temperature and stirred overnight. The reaction was quenched with saturated aqueous NH4Cl (30 mL) and the aqueous la...